From a dataset of the Open Reaction Database (ORD), a public repository of structured organic reaction records. describe an organic reaction: reactants, conditions, products, and yield Starting materials: NC1=NC=CC2=C1C(=CO2)Br (4-Amino-3-bromo-furo[3,2-c]pyridine), CC1(OB(OC1(C)C)C1=CC=C(N)C=C1)C (4-(4,4,5,5-tetramethyl-1,3,2-dioxaborolan-2-yl)aniline), C([O-])([O-])=O.[Na+].[Na+] (sodium carbonate). Reagents/catalysts: C=1C=CC(=CC1)[P](C=2C=CC=CC2)(C=3C=CC=CC3)[Pd]([P](C=4C=CC=CC4)(C=5C=CC=CC5)C=6C=CC=CC6)([P](C=7C=CC=CC7)(C=8C=CC=CC8)C=9C=CC=CC9)[P](C=1C=CC=CC1)(C=1C=CC=CC1)C=1C=CC=CC1 (Pd(PPh3)4). The solvent is COCCOC (DME). Reaction conditions: temperature 80 celsius, time 14 hour. Product: NC1=NC=CC2=C1C(=CO2)C2=CC=C(C=C2)N (4-Amino-3-(4-aminophenyl)-furo[3,2-c]pyridine). The yield is 84.2%. RXN SMILES: [NH2:1][C:2]1[C:7]2[C:8](Br)=[CH:9][O:10][C:6]=2[CH:5]=[CH:4][N:3]=1.CC1(C)C(C)(C)OB([C:20]2[CH:26]=[CH:25][C:23]([NH2:24])=[CH:22][CH:21]=2)O1.C(=O)([O-])[O-].[Na+].[Na+]>COCCOC.C1C=CC([P]([Pd]([P](C2C=CC=CC=2)(C2C=CC=CC=2)C2C=CC=CC=2)([P](C2C=CC=CC=2)(C2C=CC=CC=2)C2C=CC=CC=2)[P](C2C=CC=CC=2)(C2C=CC=CC=2)C2C=CC=CC=2)(C2C=CC=CC=2)C2C=CC=CC=2)=CC=1>[NH2:1][C:2]1[C:7]2[C:8]([C:20]3[CH:26]=[CH:25][C:23]([NH2:24])=[CH:22][CH:21]=3)=[CH:9][O:10][C:6]=2[CH:5]=[CH:4][N:3]=1 |f:2.3.4,^1:43,45,64,83|. Procedure details: The mixture of 4-amino-3-bromo-furo[3,2-c]pyridine (7) (63 mg, 0.29 mmol), 4-(4,4,5,5-tetramethyl-1,3,2-dioxaborolan-2-yl)aniline (84 mg, 0.38 mmol), Pd(PPh3)4 (34 mg, 0.029 mmol) and sodium carbonate (0.74 ml, 1.5 mmol) in 3 ml of DME was stirred for 14 hours at 80° C. The solvent was removed, and the resultant residue was purified by chromatography on a silica gel column gel to afford the titled compound (55 mg) 1H NMR (400 MHz, DMSO-d6) ppm 7.82 (d, J=6.1 Hz, 1H), 7.77 (s, 1H), 7.15 (d, J=8.3... The reactants are CSC1=C2C(=NC=C1)NC(=C2)C(=O)OC (methyl 4-(methylthio)-1H-pyrrolo[2,3-b]pyridine-2-carboxylate), [H-].[Na+] (NaH), [NH4+].[Cl-] (NH4Cl), BrCCCC(=O)OCC (ethyl 4-bromobutyrate). The reagents and catalysts are [N+](CCCC)(CCCC)(CCCC)CCCC.[I-] (nBu4NI). Solvent: CN(C)C=O (DMF), CCOC(=O)C (EtOAc). Conditions: time 5 minute. The product is CSC1=CC=NC2=C1C=C1C(C(CCN21)C(=O)OCC)=O (ethyl 4-(methylthio)-6-oxo-6,7,8,9-tetrahydropyrido[3,2-b]indolizine-7-carboxylate). As a reaction SMILES: [CH3:1][S:2][C:3]1[CH:8]=[CH:7][N:6]=[C:5]2[NH:9][C:10]([C:12]([O:14]C)=O)=[CH:11][C:4]=12.[H-].[Na+].Br[CH2:19][CH2:20][CH2:21][C:22]([O:24][CH2:25][CH3:26])=[O:23].[NH4+].[Cl-]>CN(C=O)C.[N+](CCCC)(CCCC)(CCCC)CCCC.[I-].CCOC(C)=O>[CH3:1][S:2][C:3]1[C:4]2[CH:11]=[C:10]3[N:9]([C:5]=2[N:6]=[CH:7][CH:8]=1)[CH2:19][CH2:20][CH:21]([C:22]([O:24][CH2:25][CH3:26])=[O:23])[C:12]3=[O:14] |f:1.2,4.5,7.8|. Procedure details: To a solution of the compound of Step 4 (0.35 g, 1.6 mmol) in DMF (20 mL) at 0° C. was added NaH (1.2 eq.). After a period of 5 min., were added nBu4NI (0.10 g) and ethyl 4-bromobutyrate (0.40 mL). After a period of 1 h at room temperature, the reaction mixture was poured over saturated NH4Cl and EtOAc. The organic phase was separated, washed with H2O and dried over NaSO4. After evaporation the crude product was purified by flash chromatography. The bis ester was then dissolved in THF (7.0 mL) a... The reactants are BrC=1C=CC2=C(C(OC(N2CC2=CC=C(C=C2)OC)=O)(C(F)(F)F)CNC(C2=CC=C(C=C2)F)=O)C1 (N-{[6-bromo-1-(4-methoxybenzyl)-2-oxo-4-(trifluoromethyl)-1,4-dihydro-2H-3,1-benzoxazin-4-yl]methyl}-4-fluorobenzamide), [I-].[Na+] (sodium iodide), CNCCNC (N,N′-dimethylethylene diamine). The reagents and catalysts are [Cu](I)I (copper iodide). Run in C(C)(=O)OCC (ethyl acetate), O1CCOCC1 (dioxane). Conditions: temperature 110 celsius, time 5 hour. Product: IC=1C=CC2=C(C(OC(N2CC2=CC=C(C=C2)OC)=O)(C(F)(F)F)CNC(C2=CC=C(C=C2)F)=O)C1 (N-{[6-iodo-1-(4-methoxybenzyl)-2-oxo-4-(trifluoromethyl)-1,4-dihydro-2H-3,1-benzoxazin-4-yl]methyl}-4-fluorobenzamide). As a reaction SMILES: Br[C:2]1[CH:3]=[CH:4][C:5]2[N:10]([CH2:11][C:12]3[CH:17]=[CH:16][C:15]([O:18][CH3:19])=[CH:14][CH:13]=3)[C:9](=[O:20])[O:8][C:7]([CH2:25][NH:26][C:27](=[O:35])[C:28]3[CH:33]=[CH:32][C:31]([F:34])=[CH:30][CH:29]=3)([C:21]([F:24])([F:23])[F:22])[C:6]=2[CH:36]=1.[I-:37].[Na+].CNCCNC>O1CCOCC1.C(OCC)(=O)C.[Cu](I)I>[I:37][C:2]1[CH:3]=[CH:4][C:5]2[N:10]([CH2:11][C:12]3[CH:17]=[CH:16][C:15]([O:18][CH3:19])=[CH:14][CH:13]=3)[C:9](=[O:20])[O:8][C:7]([CH2:25][NH:26][C:27](=[O:35])[C:28]3[CH:33]=[CH:32][C:31]([F:34])=[CH:30][CH:29]=3)([C:21]([F:24])([F:23])[F:22])[C:6]=2[CH:36]=1 |f:1.2|. Procedure: To a solution of N-{[6-bromo-1-(4-methoxybenzyl)-2-oxo-4-(trifluoromethyl)-1,4-dihydro-2H-3,1-benzoxazin-4-yl]methyl}-4-fluorobenzamide (1.18 g, 2.08 mmol), copper iodide (I) (79 mg, 0.416 mmol) and sodium iodide (624 mg, 4.16 mmol) in dioxane (4.2 mL), N,N′-dimethylethylene diamine (89 μL, 0.832 mmol) was added at room temperature. The reaction solution was stirred for 5 hours under heating at 110° C. The temperature of the solution was brought to room temperature, and the solution was diluted ... The reactants are C(C)(=O)OC(CCC1SCC(N1CCCCCCC(=O)OC)=O)CCCCC (methyl 7-[2-(3-acetyloxyoctyl)-4-oxo-3-thiazolidinyl]-heptanoate), C(C)(=O)O[C@H](CCC1SCC(N1CCCCCCC(=O)OC)=O)CCCCC (methyl 7-[2-(3(S)-acetyloxyoctyl)-4-oxo-3-thiazolidinyl]heptanoate). Yields the product O[C@H](CCC1SCC(N1CCCCCCC(=O)O)=O)CCCCC (7-[2-(3(S)-Hydroxyoctyl)-4-oxo-3thiazolidinyl]heptanoic Acid). Reaction SMILES: C([O:4][CH:5]([CH2:24][CH2:25][CH2:26][CH2:27][CH3:28])[CH2:6][CH2:7][CH:8]1[N:12]([CH2:13][CH2:14][CH2:15][CH2:16][CH2:17][CH2:18][C:19]([O:21]C)=[O:20])[C:11](=[O:23])[CH2:10][S:9]1)(=O)C.C(O[C@@H](CCCCC)CCC1N(CCCCCCC(OC)=O)C(=O)CS1)(=O)C>>[OH:4][C@@H:5]([CH2:24][CH2:25][CH2:26][CH2:27][CH3:28])[CH2:6][CH2:7][CH:8]1[N:12]([CH2:13][CH2:14][CH2:15][CH2:16][CH2:17][CH2:18][C:19]([OH:21])=[O:20])[C:11](=[O:23])[CH2:10][S:9]1. Reported procedure: This compound is prepared exactly by the same method as described in Example 1, Step B, except that the methyl 7-[2-(3-acetyloxyoctyl)-4-oxo-3-thiazolidinyl]-heptanoate is replaced by methyl 7-[2-(3(S)-acetyloxyoctyl)-4-oxo-3-thiazolidinyl]heptanoate. Purification of the product resulting from this method by column chromatography on silica gel affords the pure title compound as a pale yellow oil. Reactants: O=C([O-])[O-], C=CCBr, CCC(C)=O, [K+], [K+], NS(=O)(=O)c1ccccc1O. The product is C=CCOc1ccccc1S(N)(=O)=O. Reaction SMILES: [C:12](=[O:13])([O-:14])[O-:15].[CH2:18]([CH:19]=[CH2:20])[Br:21].[CH2:22]([C:23]([CH3:24])=[O:25])[CH3:26].[K+:16].[K+:17].[OH:1][c:2]1[c:3]([S:8](=[O:9])(=[O:10])[NH2:11])[cH:4][cH:5][cH:6][cH:7]1>>[O:1]([c:2]1[c:3]([S:8](=[O:9])(=[O:10])[NH2:11])[cH:4][cH:5][cH:6][cH:7]1)[CH2:20][CH:19]=[CH2:18]. The reactants are COC(=O)c1ccccc1, ClCCl, NCCO. The product is O=C(NCCO)c1ccccc1. As a reaction SMILES: [C:1]([c:2]1[cH:3][cH:4][cH:5][cH:6][cH:7]1)([O:9][CH3:8])=[O:10].[CH2:15]([Cl:16])[Cl:17].[NH2:11][CH2:12][CH2:13][OH:14]>>[C:1]([c:2]1[cH:3][cH:4][cH:5][cH:6][cH:7]1)(=[O:9])[NH:11][CH2:12][CH2:13][OH:14].